Dataset: the Open Reaction Database (ORD), a public repository of structured organic reaction records. Task: describe an organic reaction: reactants, conditions, products, and yield Product: C1(=CC=CC=C1)[C@@H](C)NS(=O)(=O)C=CC1=NN(C=2CCCCC12)CC1=CC=CC=C1 (2-(1-benzyl-4,5,6,7-tetrahydro-1H-indazol-3-yl)-ethenesulfonic acid [(1R)-1-phenyl-ethyl]-amide), 11f3. Run at time 3 hour. The solvent is C(Cl)Cl (CH2Cl2). Reaction SMILES: [CH3:1][S:2](Cl)(=[O:4])=[O:3].[C:6]1([C@H:12]([NH2:14])[CH3:13])[CH:11]=[CH:10][CH:9]=[CH:8][CH:7]=1>C(Cl)Cl>[C:6]1([C@H:12]([NH:14][S:2]([CH:1]=[CH:13][C:12]2[C:6]3[CH2:11][CH2:10][CH2:9][CH2:8][C:7]=3[N:14]([CH2:12][C:6]3[CH:11]=[CH:10][CH:9]=[CH:8][CH:7]=3)[N:14]=2)(=[O:4])=[O:3])[CH3:13])[CH:11]=[CH:10][CH:9]=[CH:8][CH:7]=1. Procedure: Methanesulfonyl chloride Compound 11f1 (2.0 g, 17 mMol) and TEA (2.43 mL, 17.46 mMol) were added to a solution of (1R)-1-phenyl-ethylamine Compound 11f2 (1.75 g, 17.5 mMol) in CH2Cl2 (50 mL) at 0° C. under a N2 atmosphere. The mixture was stirred for 3 hrs while warming to r.t., then the reaction was quenched with water (5 mL). The organic layer was diluted with CH2Cl2 (100 mL) and then washed with water and brine. The organic layer was separated, dried with anhydrous sodium sulfate, then filter... The reactants are CS(=O)(=O)Cl (Methanesulfonyl chloride), 11f1, TEA, C1(=CC=CC=C1)[C@@H](C)N ((1R)-1-phenyl-ethylamine), 11f2. The reactants are COC(=O)C#CC(=O)OC (dimethylacetylene dicarboxylate), NN (hydrazine). The solvent is C(C)OCC (diethylether), C1CCOC1 (THF). Reaction conditions: time 8 hour. Product: COC(/C(=C\C(=O)OC)/NN)=O ((E)-2-Hydrazino-but-2-enedioic acid dimethyl ester). Isolated yield 35.0%. Reaction SMILES: [CH3:1][O:2][C:3]([C:5]#[C:6][C:7]([O:9][CH3:10])=[O:8])=[O:4].[NH2:11][NH2:12]>C(OCC)C.C1COCC1>[CH3:1][O:2][C:3](=[O:4])/[C:5](/[NH:11][NH2:12])=[CH:6]\[C:7]([O:9][CH3:10])=[O:8]. Procedure details: To a solution of dimethylacetylene dicarboxylate (1.4 g, 9.9 mmol) in diethylether (40 mL) under argon was added a solution of hydrazine in THF (1 M, 10 mL) and the resulting mixture stirred at room temperature overnight. The precipitate was filtered off and dried to afford the title compound (597 mg, 35%) as a white solid. MS: m/e=175.2 [M+H]+. Starting materials: BrC1=NC=CC(=C1)NC(OC(C)(C)C)=O (tert-Butyl 2-bromopyridin-4-ylcarbamate), FC(C(=O)O)(F)F (trifluoroacetic acid), ClC=1C(=CC(=C(C1)B(O)O)F)F (5-chloro-2,4-difluorophenylboronic acid), C(=O)([O-])[O-].[Na+].[Na+] (Na2CO3). Reagents/catalysts: [Pd](Cl)Cl.C1(=CC=CC=C1)P(C1=CC=CC=C1)C1=CC=CC=C1.C1(=CC=CC=C1)P(C1=CC=CC=C1)C1=CC=CC=C1 (bis(triphenylphosphine) palladium chloride). The solvent is O1CCOCC1 (dioxane), O (water), ClCCl (dichloromethane). Reaction conditions: temperature 90 celsius, time 12 hour. Yields the product ClC=1C(=CC(=C(C1)C1=NC=CC(=C1)N)F)F (2-(5-chloro-2,4-difluorophenyl)pyridin-4-amine). Yield: 21.5%. Reaction SMILES: Br[C:2]1[CH:7]=[C:6]([NH:8]C(=O)OC(C)(C)C)[CH:5]=[CH:4][N:3]=1.[Cl:16][C:17]1[C:18]([F:27])=[CH:19][C:20]([F:26])=[C:21](B(O)O)[CH:22]=1.C([O-])([O-])=O.[Na+].[Na+].FC(F)(F)C(O)=O>O1CCOCC1.ClCCl.[Pd](Cl)Cl.C1(P(C2C=CC=CC=2)C2C=CC=CC=2)C=CC=CC=1.C1(P(C2C=CC=CC=2)C2C=CC=CC=2)C=CC=CC=1.O>[Cl:16][C:17]1[C:18]([F:27])=[CH:19][C:20]([F:26])=[C:21]([C:2]2[CH:7]=[C:6]([NH2:8])[CH:5]=[CH:4][N:3]=2)[CH:22]=1 |f:2.3.4,8.9.10|. Reported procedure: tert-Butyl 2-bromopyridin-4-ylcarbamate (258 mg, 0.945 mmol), 5-chloro-2,4-difluorophenylboronic acid (236 mg, 1.228 mmol) and bis(triphenylphosphine) palladium chloride (133 mg, 0.189 mmol) were combined in dioxane (5 mL) and saturated Na2CO3 (0.472 ml, 0.945 mmol). The reaction mixture was heated at 90° C. in an oil bath. After 12 hours, the reaction mixture was cooled, water (10 mL) was added and the reaction mixture was extracted with EtOAc (100 mL, 2×). The organic layers were combined, was... Starting materials: C1(=CC=CC=C1)C1=C(C2=CC=CC=C2CC1)C1=CC=C(C=C1)C=CC(=O)O (3-[4-(2-phenyl-3,4-dihydro-naphthalen-1-yl)-phenyl]-acrylic acid), C1(=CC=CC=C1)S(=O)(=O)N (benzene sulfonamide). Yields the product C1(=CC=CC=C1)C1=C(C2=CC=CC=C2CC1)C1=CC=C(C=C1)C=CC(=O)NS(=O)(=O)C1=CC=CC=C1 (N-{3-[4-(2-phenyl-3,4-dihydro-naphthalen-1-yl)-phenyl]-acryloyl}-benzenesulfonamide). RXN SMILES: [C:1]1([C:7]2[CH2:16][CH2:15][C:14]3[C:9](=[CH:10][CH:11]=[CH:12][CH:13]=3)[C:8]=2[C:17]2[CH:22]=[CH:21][C:20]([CH:23]=[CH:24][C:25](O)=[O:26])=[CH:19][CH:18]=2)[CH:6]=[CH:5][CH:4]=[CH:3][CH:2]=1.[C:28]1([S:34]([NH2:37])(=[O:36])=[O:35])[CH:33]=[CH:32][CH:31]=[CH:30][CH:29]=1>>[C:1]1([C:7]2[CH2:16][CH2:15][C:14]3[C:9](=[CH:10][CH:11]=[CH:12][CH:13]=3)[C:8]=2[C:17]2[CH:18]=[CH:19][C:20]([CH:23]=[CH:24][C:25]([NH:37][S:34]([C:28]3[CH:33]=[CH:32][CH:31]=[CH:30][CH:29]=3)(=[O:36])=[O:35])=[O:26])=[CH:21][CH:22]=2)[CH:2]=[CH:3][CH:4]=[CH:5][CH:6]=1. Procedure: Prepared from the coupling of 2m and benzene sulfonamide by the method described in Procedure 1, Method A. Yield (65%); ESI m/z: 490 (M−H−, 100%). RXN SMILES: [Ba+2:48].[CH2:1]1[O:2][CH2:3][CH2:4][CH2:5]1.[CH3:6][O:7][C:8]([CH:9]([CH2:10][CH:11]=[CH:12][c:13]1[cH:14][cH:15][c:16]([C:19]2([O:25][CH3:26])[CH2:20][CH2:21][O:22][CH2:23][CH2:24]2)[cH:17][cH:18]1)[NH:27][C:28]([c:29]1[c:30]([Cl:36])[cH:31][cH:32][cH:33][c:34]1[Cl:35])=[O:37])=[O:38].[OH-:47].[OH-:49].[OH2:39].[OH2:40].[OH2:41].[OH2:42].[OH2:43].[OH2:44].[OH2:45].[OH2:46].[OH2:50]>>[O:7]=[C:8]([CH:9]([CH2:10][CH:11]=[CH:12][c:13]1[cH:14][cH:15][c:16]([C:19]2([O:25][CH3:26])[CH2:20][CH2:21][O:22][CH2:23][CH2:24]2)[cH:17][cH:18]1)[NH:27][C:28]([c:29]1[c:30]([Cl:36])[cH:31][cH:32][cH:33][c:34]1[Cl:35])=[O:37])[OH:38]. The product is COC1(c2ccc(C=CCC(NC(=O)c3c(Cl)cccc3Cl)C(=O)O)cc2)CCOCC1. The reactants are [Ba+2], C1CCOC1, COC(=O)C(CC=Cc1ccc(C2(OC)CCOCC2)cc1)NC(=O)c1c(Cl)cccc1Cl, [OH-], [OH-], O, O, O, O, O, O, O, O, O. The reactants are [BH4-], Cc1cccc(C)c1Nc1nn(CCC=O)c2nc(Nc3ccccc3)ncc12, CCO, [Na+]. Product: Cc1cccc(C)c1Nc1nn(CCCO)c2nc(Nc3ccccc3)ncc12. As a reaction SMILES: [BH4-:30].[CH3:1][c:2]1[c:3]([NH:9][c:10]2[n:11][n:12]([CH2:26][CH2:27][CH:28]=[O:29])[c:13]3[n:14][c:15]([NH:19][c:20]4[cH:21][cH:22][cH:23][cH:24][cH:25]4)[n:16][cH:17][c:18]23)[c:4]([CH3:8])[cH:5][cH:6][cH:7]1.[CH3:32][CH2:33][OH:34].[Na+:31]>>[CH3:1][c:2]1[c:3]([NH:9][c:10]2[n:11][n:12]([CH2:26][CH2:27][CH2:28][OH:29])[c:13]3[n:14][c:15]([NH:19][c:20]4[cH:21][cH:22][cH:23][cH:24][cH:25]4)[n:16][cH:17][c:18]23)[c:4]([CH3:8])[cH:5][cH:6][cH:7]1.